This data is from the Open Reaction Database (ORD), a public repository of structured organic reaction records. The task is: describe an organic reaction: reactants, conditions, products, and yield Reactants: FC(F)(F)c1nnc2ccc(N3CCNCC3)nn12, O=Cc1ccc(N2CCCC2)cc1. Yields the product FC(F)(F)c1nnc2ccc(N3CCN(Cc4ccc(N5CCCC5)cc4)CC3)nn12. As a reaction SMILES: [N:1]1([c:7]2[cH:8][cH:9][c:10]3[n:11]([n:12]2)[c:13]([C:16]([F:17])([F:18])[F:19])[n:14][n:15]3)[CH2:2][CH2:3][NH:4][CH2:5][CH2:6]1.[N:20]1([c:25]2[cH:26][cH:27][c:28]([CH:29]=[O:30])[cH:31][cH:32]2)[CH2:21][CH2:22][CH2:23][CH2:24]1>>[N:1]1([c:7]2[cH:8][cH:9][c:10]3[n:11]([n:12]2)[c:13]([C:16]([F:17])([F:18])[F:19])[n:14][n:15]3)[CH2:2][CH2:3][N:4]([CH2:29][c:28]2[cH:27][cH:26][c:25]([N:20]3[CH2:21][CH2:22][CH2:23][CH2:24]3)[cH:32][cH:31]2)[CH2:5][CH2:6]1. The reactants are Cl.Cl.C1(CC1)C(CN)(C)N (2-cyclopropylpropane-1,2-diamine dihydrochloride), CN1CCOCC1 (4-methylmorpholine), Cl.Cl.C1(CC1)C(CN)(C)N (rac-2-cyclopropylpropane-1,2-diamine dihydrochloride), FC1=C(COC=2C=3N(C=C(C2)C)C(=C(N3)C)C(=O)O)C(=CC=C1)F (8-[(2,6-difluorobenzyl)oxy]-2,6-dimethylimidazo[1,2-a]pyridine-3-carboxylic acid), CN(C)C(=[N+](C)C)ON1C2=C(C=CC=C2)N=N1.[B-](F)(F)(F)F (TBTU), CN1CCOCC1 (4-methylmorpholine). Reagents/catalysts: O.C(=O)(C(F)(F)F)O (water TFA). Solvent: CN(C)C=O (DMF). Reaction conditions: time 8 hour. The product is NC(CNC(=O)C1=C(N=C2N1C=C(C=C2OCC2=C(C=CC=C2F)F)C)C)(C)C2CC2 (rac-N-(2-Amino-2-cyclopropylpropyl)-8-[(2,6-difluorobenzyl)oxy]-2,6-dimethylimidazo[1,2-a]-pyridine-3-carboxamide). As a reaction SMILES: [F:1][C:2]1[CH:23]=[CH:22][CH:21]=[C:20]([F:24])[C:3]=1[CH2:4][O:5][C:6]1[C:7]2[N:8]([C:13]([C:17]([OH:19])=O)=[C:14]([CH3:16])[N:15]=2)[CH:9]=[C:10]([CH3:12])[CH:11]=1.CN(C(ON1N=NC2C=CC=CC1=2)=[N+](C)C)C.[B-](F)(F)(F)F.CN1CCOCC1.Cl.Cl.[CH:56]1([C:59]([NH2:63])([CH3:62])[CH2:60][NH2:61])[CH2:58][CH2:57]1>CN(C=O)C.O.C(O)(C(F)(F)F)=O>[NH2:63][C:59]([CH:56]1[CH2:58][CH2:57]1)([CH3:62])[CH2:60][NH:61][C:17]([C:13]1[N:8]2[CH:9]=[C:10]([CH3:12])[CH:11]=[C:6]([O:5][CH2:4][C:3]3[C:2]([F:1])=[CH:23][CH:22]=[CH:21][C:20]=3[F:24])[C:7]2=[N:15][C:14]=1[CH3:16])=[O:19] |f:1.2,4.5.6,8.9|. Procedure: 160 mg (0.48 mmol) of 8-[(2,6-difluorobenzyl)oxy]-2,6-dimethylimidazo[1,2-a]pyridine-3-carboxylic acid Example 21A, 162 mg (0.51 mmol) of TBTU and 292 mg (2.89 mmol) of 4-methylmorpholine were initially charged in DMF (1.7 ml), and 99 mg (0.53 mmol) of rac-2-cyclopropylpropane-1,2-diamine dihydrochloride were added at 0° C. The reaction mixture was allowed to warm to room temperature and then stirred at RT overnight. Another 50 mg (0.27 mmol) of 2-cyclopropylpropane-1,2-diamine dihydrochloride a...